Dataset: the Open Reaction Database (ORD), a public repository of structured organic reaction records. Task: describe an organic reaction: reactants, conditions, products, and yield Reaction SMILES: Cl.C[O:3][C:4]1[S:5][C:6]2[C:12]([CH2:13][CH2:14][NH:15][C:16](=[O:32])[CH2:17][CH2:18][S:19][CH2:20][C:21](=[O:31])[NH:22][CH2:23][CH2:24][C:25]3[CH:30]=[CH:29][CH:28]=[CH:27][CH:26]=3)=[CH:11][CH:10]=[C:9]([O:33][CH3:34])[C:7]=2[N:8]=1>CO>[CH3:34][O:33][C:9]1[C:7]2[NH:8][C:4](=[O:3])[S:5][C:6]=2[C:12]([CH2:13][CH2:14][NH:15][C:16](=[O:32])[CH2:17][CH2:18][S:19][CH2:20][C:21](=[O:31])[NH:22][CH2:23][CH2:24][C:25]2[CH:30]=[CH:29][CH:28]=[CH:27][CH:26]=2)=[CH:11][CH:10]=1. Product: COC1=CC=C(C2=C1NC(S2)=O)CCNC(CCSCC(NCCC2=CC=CC=C2)=O)=O (N-[2-(4-Methoxy-2-oxo-3H-1,3-benzothiazol-7-yl)-ethyl]-3-[2-oxo-2-(2-phenylethylamino)ethylthio]propanamide). Procedure: Conc. hydrochloric acid (sg. 1.18, 1.5 ml) was added to the compound from step b) (3.3 g) in methanol (30 ml) and the mixture stirred at room temperature overnight. The solvent was evaporated under reduced pressure and the residue partitioned between chloroform and water. The organic layer was separated and the aqueous layer extracted with dichloromethane. The combined organic extracts were dried (MgSO4) and the solvents removed under reduced pressure to give the subtitled compound as an orange ... Run in CO (methanol). Reaction conditions: time 8 hour. The reactants are Cl (hydrochloric acid), COC=1SC2=C(N1)C(=CC=C2CCNC(CCSCC(NCCC2=CC=CC=C2)=O)=O)OC (N-[2-(2,4-Dimethoxy-1,3-benzothiazol-7-yl)ethyl]-3-[2-oxo-2-(2-phenylethylamino)ethylthio]propanamide). The reactants are CCO, Cl, O=[N+]([O-])c1cccc(-c2nnn[nH]2)c1. Product: Cl, Nc1cccc(-c2nnn[nH]2)c1. Reaction SMILES: [CH3:16][CH2:17][OH:18].[ClH:15].[N+:1]([O-:2])(=[O:3])[c:4]1[cH:5][c:6](-[c:10]2[n:11][n:12][n:13][nH:14]2)[cH:7][cH:8][cH:9]1>>[ClH:15].[NH2:1][c:4]1[cH:5][c:6](-[c:10]2[n:11][n:12][n:13][nH:14]2)[cH:7][cH:8][cH:9]1. The reactants are CC1(OCCO1)C=1SC=C(N1)CN1N=CC(=N1)N (2-[2-(2-methyl-[1,3]dioxolan-2-yl)-thiazol-4-ylmethyl]-2H-[1,2,3]triazol-4-ylamine), C1(=CC=CC=C1)C1=C(N=CO1)C(=O)O (5-phenyl-oxazole-4-carboxylic acid). The product is C(C)(=O)C=1SC=C(N1)CN1N=CC(=N1)NC(=O)C=1N=COC1C1=CC=CC=C1 (5-Phenyl-oxazole-4-carboxylic acid [2-(2-acetyl-thiazol-4-ylmethyl)-2H-[1,2,3]triazol-4-yl]-amide). RXN SMILES: [CH3:1][C:2]1([C:7]2[S:8][CH:9]=[C:10]([CH2:12][N:13]3[N:17]=[C:16]([NH2:18])[CH:15]=[N:14]3)[N:11]=2)[O:6]CCO1.[C:19]1([C:25]2[O:29][CH:28]=[N:27][C:26]=2[C:30](O)=[O:31])[CH:24]=[CH:23][CH:22]=[CH:21][CH:20]=1>>[C:2]([C:7]1[S:8][CH:9]=[C:10]([CH2:12][N:13]2[N:17]=[C:16]([NH:18][C:30]([C:26]3[N:27]=[CH:28][O:29][C:25]=3[C:19]3[CH:20]=[CH:21][CH:22]=[CH:23][CH:24]=3)=[O:31])[CH:15]=[N:14]2)[N:11]=1)(=[O:6])[CH3:1]. Procedure: Following general procedure A followed by B, starting from 2-[2-(2-methyl-[1,3]dioxolan-2-yl)-thiazol-4-ylmethyl]-2H-[1,2,3]triazol-4-ylamine and 5-phenyl-oxazole-4-carboxylic acid. The reactants are ClC1=NN2C(C3=CC=CC=C13)=NN=C2C2=NOC(=C2)C (6-chloro-3-(5-methylisoxazol-3-yl)-[1,2,4]triazolo[3,4-α]phthalazine), N1(CCC1)C(C)C=1C=CC(=NC1)CO ([5-{1-(azetidin-1-yl)ethyl}pyridin-2-yl]methanol). Product: N1(CCC1)C(C)C=1C=CC(=NC1)COC1=NN2C(C3=CC=CC=C13)=NN=C2C2=NOC(=C2)C (6-[5-{1-(Azetidin-1-yl)ethyl}pyridin-2-ylmethyloxyl]-3-(5-methyl isoxazol-3-yl)-[1,2,4]triazolo[3,4-α]phthalazine). Reaction SMILES: Cl[C:2]1[C:11]2[C:6](=[CH:7][CH:8]=[CH:9][CH:10]=2)[C:5]2=[N:12][N:13]=[C:14]([C:15]3[CH:19]=[C:18]([CH3:20])[O:17][N:16]=3)[N:4]2[N:3]=1.[N:21]1([CH:25]([C:27]2[CH:28]=[CH:29][C:30]([CH2:33][OH:34])=[N:31][CH:32]=2)[CH3:26])[CH2:24][CH2:23][CH2:22]1>>[N:21]1([CH:25]([C:27]2[CH:28]=[CH:29][C:30]([CH2:33][O:34][C:2]3[C:11]4[C:6](=[CH:7][CH:8]=[CH:9][CH:10]=4)[C:5]4=[N:12][N:13]=[C:14]([C:15]5[CH:19]=[C:18]([CH3:20])[O:17][N:16]=5)[N:4]4[N:3]=3)=[N:31][CH:32]=2)[CH3:26])[CH2:24][CH2:23][CH2:22]1. Reported procedure: The reaction was carried out as described in Example 1, Step 4 using 6-chloro-3-(5-methylisoxazol-3-yl)-[1,2,4]triazolo[3,4-α]phthalazine (100 mg, 0.35 mmol) and [5-{1-(azetidin-1-yl)ethyl}pyridin-2-yl]methanol (67 mg, 0.35 mmol) to give, after column chromatography on silica, eluting with 2.5% MeOH/CH2Cl2 containing 1% NH3 solution, the amine (121 mg, 79%) which was recrystallised from CH2Cl2/hexane. The reactants are COC(=O)c1ccc(Br)cc1NC(C)C, CC(C)(C)OC(=O)N(CCc1ccc(B(O)O)cc1)Cc1ccccc1, COCCOC, CCOC(C)=O, [Na+], [Na+], O=C([O-])[O-], O, c1ccc(P(c2ccccc2)(c2ccccc2)[Pd](P(c2ccccc2)(c2ccccc2)c2ccccc2)(P(c2ccccc2)(c2ccccc2)c2ccccc2)P(c2ccccc2)(c2ccccc2)c2ccccc2)cc1. The product is COC(=O)c1ccc(-c2ccc(CCN(Cc3ccccc3)C(=O)OC(C)(C)C)cc2)cc1NC(C)C. Reaction SMILES: [Br:1][c:2]1[cH:3][c:4]([NH:12][CH:13]([CH3:14])[CH3:15])[c:5]([C:6](=[O:7])[O:8][CH3:9])[cH:10][cH:11]1.[CH2:16]([c:17]1[cH:18][cH:19][cH:20][cH:21][cH:22]1)[N:23]([CH2:24][CH2:25][c:26]1[cH:27][cH:28][c:29]([B:32]([OH:33])[OH:34])[cH:30][cH:31]1)[C:35](=[O:36])[O:37][C:38]([CH3:39])([CH3:40])[CH3:41].[CH3:48][O:49][CH2:50][CH2:51][O:52][CH3:53].[CH3:54][CH2:55][O:56][C:57](=[O:58])[CH3:59].[Na+:42].[Na+:43].[O-:44][C:45](=[O:46])[O-:47].[OH2:60].[cH:61]1[cH:62][cH:63][c:64]([P:65]([Pd:66]([P:67]([c:68]2[cH:69][cH:70][cH:71][cH:72][cH:73]2)([c:74]2[cH:75][cH:76][cH:77][cH:78][cH:79]2)[c:80]2[cH:81][cH:82][cH:83][cH:84][cH:85]2)([P:86]([c:87]2[cH:88][cH:89][cH:90][cH:91][cH:92]2)([c:93]2[cH:94][cH:95][cH:96][cH:97][cH:98]2)[c:99]2[cH:100][cH:101][cH:102][cH:103][cH:104]2)[P:105]([c:106]2[cH:107][cH:108][cH:109][cH:110][cH:111]2)([c:112]2[cH:113][cH:114][cH:115][cH:116][cH:117]2)[c:118]2[cH:119][cH:120][cH:121][cH:122][cH:123]2)([c:124]2[cH:125][cH:126][cH:127][cH:128][cH:129]2)[c:130]2[cH:131][cH:132][cH:133][cH:134][cH:135]2)[cH:136][cH:137]1>>[c:2]1(-[c:29]2[cH:28][cH:27][c:26]([CH2:25][CH2:24][N:23]([CH2:16][c:17]3[cH:18][cH:19][cH:20][cH:21][cH:22]3)[C:35](=[O:36])[O:37][C:38]([CH3:39])([CH3:40])[CH3:41])[cH:31][cH:30]2)[cH:3][c:4]([NH:12][CH:13]([CH3:14])[CH3:15])[c:5]([C:6](=[O:7])[O:8][CH3:9])[cH:10][cH:11]1. Reaction SMILES: [CH3:41][OH:42].[CH3:43][S:44]([CH3:45])=[O:46].[Cl:27][c:28]1[n:29][cH:30][c:31]([Br:34])[cH:32][n:33]1.[ClH:1].[F:2][c:3]1[c:4](-[c:13]2[cH:14][cH:15][c:16]([O:19][CH2:20][CH:21]3[CH2:22][CH2:23][NH:24][CH2:25][CH2:26]3)[cH:17][cH:18]2)[cH:5][cH:6][c:7]([S:9](=[O:10])(=[O:11])[CH3:12])[cH:8]1.[K+:35].[K+:36].[O-:37][C:38]([O-:39])=[O:40]>>[F:2][c:3]1[c:4](-[c:13]2[cH:14][cH:15][c:16]([O:19][CH2:20][CH:21]3[CH2:22][CH2:23][N:24]([c:28]4[n:29][cH:30][c:31]([Br:34])[cH:32][n:33]4)[CH2:25][CH2:26]3)[cH:17][cH:18]2)[cH:5][cH:6][c:7]([S:9](=[O:10])(=[O:11])[CH3:12])[cH:8]1. Product: CS(=O)(=O)c1ccc(-c2ccc(OCC3CCN(c4ncc(Br)cn4)CC3)cc2)c(F)c1. Reactants: CO, CS(C)=O, Clc1ncc(Br)cn1, Cl, CS(=O)(=O)c1ccc(-c2ccc(OCC3CCNCC3)cc2)c(F)c1, [K+], [K+], O=C([O-])[O-]. Starting materials: Cl (HCl), C(C1=CC=CC=C1)OC(NC1=CC(=CC=C1)OC1=CC(=C(C=C1)[N+](=O)[O-])C(OC)OC)=O ([3-(3-dimethoxymethyl-4-nitro-phenoxy)-phenyl]-carbamic acid benzyl ester). Solvent: C1CCOC1 (THF), O (water), O (H2O). Run at time 48 hour. Yields the product C(C1=CC=CC=C1)OC(NC1=CC(=CC=C1)OC1=CC(=C(C=C1)[N+](=O)[O-])C=O)=O ([3-(3-Formyl-4-nitro-phenoxy)-phenyl]-carbamic acid benzyl ester). Reaction SMILES: Cl.[CH2:2]([O:9][C:10](=[O:33])[NH:11][C:12]1[CH:17]=[CH:16][CH:15]=[C:14]([O:18][C:19]2[CH:24]=[CH:23][C:22]([N+:25]([O-:27])=[O:26])=[C:21]([CH:28](OC)[O:29]C)[CH:20]=2)[CH:13]=1)[C:3]1[CH:8]=[CH:7][CH:6]=[CH:5][CH:4]=1>C1COCC1.O>[CH2:2]([O:9][C:10](=[O:33])[NH:11][C:12]1[CH:17]=[CH:16][CH:15]=[C:14]([O:18][C:19]2[CH:24]=[CH:23][C:22]([N+:25]([O-:27])=[O:26])=[C:21]([CH:28]=[O:29])[CH:20]=2)[CH:13]=1)[C:3]1[CH:4]=[CH:5][CH:6]=[CH:7][CH:8]=1. Procedure: 12N HCl (33 mL) and water (66 mL) were added to a mixture of [3-(3-dimethoxymethyl-4-nitro-phenoxy)-phenyl]-carbamic acid benzyl ester (0.14 mol) in THF (400 mL) and the reaction mixture was stirred for 48 hours at room temperature. The mixture was diluted with H2O (500 mL) and extracted 2 times with diisopropyl ether. The organic layer was separated, dried (MgSO4), filtered off and the solvent was evaporated. The resulting product was removed with a spatula and dried under vacuum to yield the t... Starting materials: FF (fluorine), four, FF (fluorine), FC(C(=O)[O-])(F)F.[Na+] (sodium trifluoroacetate), [F-].[Na+] (sodium fluoride), C(C)(=O)O[C@@H]1C[C@@]2([C@@H](C[C@H]3[C@@H]4CC[C@H](C(C)=O)[C@]4(CC[C@@H]3[C@]2(CC1)C)C)Cl)Cl (3β-Acetoxy-5α,6β-dichloropregnan-20-one). Run in C(Cl)(Cl)Cl (chloroform), FC(Cl)(Cl)Cl (fluorotrichloromethane). The product is C(C)(=O)O[C@@H]1C[C@@]2([C@@H](C[C@H]3[C@@]4(CC[C@H](C(C)=O)[C@]4(CC[C@@H]3[C@]2(CC1)C)C)F)Cl)Cl (3β-acetoxy-5α,6β-dichloro-14α-fluoropregnan-20-one). As a reaction SMILES: [C:1]([O:4][C@H:5]1[CH2:24][CH2:23][C@@:22]2([CH3:25])[C@@:7]([Cl:28])([C@H:8]([Cl:27])[CH2:9][C@@H:10]3[C@@H:21]2[CH2:20][CH2:19][C@@:18]2([CH3:26])[C@H:11]3[CH2:12][CH2:13][C@@H:14]2[C:15](=[O:17])[CH3:16])[CH2:6]1)(=[O:3])[CH3:2].[F:29]C(F)(F)C([O-])=O.[Na+].[F-].[Na+].FF>FC(Cl)(Cl)Cl.C(Cl)(Cl)Cl>[C:1]([O:4][C@H:5]1[CH2:24][CH2:23][C@@:22]2([CH3:25])[C@@:7]([Cl:28])([C@H:8]([Cl:27])[CH2:9][C@@H:10]3[C@@H:21]2[CH2:20][CH2:19][C@@:18]2([CH3:26])[C@@:11]3([F:29])[CH2:12][CH2:13][C@@H:14]2[C:15](=[O:17])[CH3:16])[CH2:6]1)(=[O:3])[CH3:2] |f:1.2,3.4|. Reported procedure: 3β-Acetoxy-5α,6β-dichloropregnan-20-one (1.4 g) was dissolved in fluorotrichloromethane (250 ml) and chloroform (200 ml) containing sodium trifluoroacetate (ca. 2 g) and sodium fluoride (ca. 2 g). The resulting solution was cooled to -78° and vigourously stirred, whereupon fluorine from four 750 cc bottles (10% v/v fluorine in nitrogen) was bubbled through the solution over a period of 8 hours. The reaction solution was then poured into aqueous sodium thiosulphate and the organic layer was separ...